This data is from the Open Reaction Database (ORD), a public repository of structured organic reaction records. The task is: describe an organic reaction: reactants, conditions, products, and yield Run at temperature -40 celsius, time 20 minute. Solvent: O1CCCC1 (tetrahydrofuran), O1CCCC1 (tetrahydrofuran). Reaction SMILES: [C:1]([NH:11][C@H:12]([C:14]([OH:16])=O)[CH3:13])([O:3][CH2:4][C:5]1[CH:10]=[CH:9][CH:8]=[CH:7][CH:6]=1)=[O:2].P(Cl)(Cl)(Cl)(Cl)Cl.[NH2:23][C:24]1[CH:38]=[CH:37][C:36]([N+:39]([O-:41])=[O:40])=[CH:35][C:25]=1[C:26]([C:28]1[CH:33]=[CH:32][CH:31]=[CH:30][C:29]=1[Cl:34])=[O:27]>O1CCCC1>[CH2:4]([O:3][C:1](=[O:2])[NH:11][CH:12]([C:14](=[O:16])[NH:23][C:24]1[CH:38]=[CH:37][C:36]([N+:39]([O-:41])=[O:40])=[CH:35][C:25]=1[C:26](=[O:27])[C:28]1[CH:33]=[CH:32][CH:31]=[CH:30][C:29]=1[Cl:34])[CH3:13])[C:5]1[CH:6]=[CH:7][CH:8]=[CH:9][CH:10]=1. Yields the product C(C1=CC=CC=C1)OC(NC(C)C(NC1=C(C=C(C=C1)[N+](=O)[O-])C(C1=C(C=CC=C1)Cl)=O)=O)=O ((-)-benzyl-[1-[{2-(o-chlorobenzoyl)4-nitrophenyl}carbamoyl]-ethyl]carbamate). Starting materials: P(Cl)(Cl)(Cl)(Cl)Cl (phosphorus pentachloride), C(=O)(OCC1=CC=CC=C1)N[C@@H](C)C(=O)O (carbobenzoxy-L-alanine), NC1=C(C(=O)C2=C(C=CC=C2)Cl)C=C(C=C1)[N+](=O)[O-] (2-amino-5-nitro-2'-chlorobenzophenone). Procedure: 82 g of carbobenzoxy-L-alanine are dissolved in 100 ml of absolute tetrahydrofuran, the solution is cooled to -40° C and treated with 80 g of phosphorus pentachloride. The mixture is stirred at -30° C for 20 minutes and subsequently added to a shaken solution of 80 g of 2-amino-5-nitro-2'-chlorobenzophenone in 100 ml of absolute tetrahydrofuran. The solution is concentrated on a rotary evaporator at 50°-60° C, treated twice with toluene and evaporated each time. By crystallisation of the residue...